This data is from the Open Reaction Database (ORD), a public repository of structured organic reaction records. The task is: describe an organic reaction: reactants, conditions, products, and yield The reactants are COC=1C(=CC2=C(C(N3[C@H](C=N2)CCC3)=O)C1)OCCCN1C3=CC=CC=C3C=3C=CC=CC13 (7-Methoxy-8-[3-(9H-9-carbazoly)propoxy]-(11aS)-1,2,3,11a-tetrahydro-5H-pyrrolo[2,1-c][1,4]-benzodiazepin-5-one), 9d, C(=O)([O-])[O-].[Ca+2] (CaCO3). The reagents and catalysts are Cl[Hg]Cl (HgCl2). Solvent: C(C)#N.O (acetonitrile water). Yields the product COC=1C(=CC2=C(C(N3[C@H](C=N2)CCC3)=O)C1)OCCCN1C3=CC=C(C=C3C=3C=C(C=CC13)C1=CC=C(C=C1)OC)C1=CC=C(C=C1)OC (7-Methoxy-8-{3-[3,6-di(4-methoxyphenyl)-9H-9-carbazoly]propoxy}-(11aS)-1,2,3,11a-tetrahydro-5H-pyrrolo[2,1-c][1,4]-benzodiazepin-5-one). Yield: 58.0%. As a reaction SMILES: [CH3:1][O:2][C:3]1[C:4]([O:18][CH2:19][CH2:20][CH2:21][N:22]2[C:34]3[CH:33]=[CH:32][CH:31]=[CH:30][C:29]=3[C:28]3[C:23]2=[CH:24][CH:25]=[CH:26][CH:27]=3)=[CH:5][C:6]2[N:12]=[CH:11][C@@H:10]3[CH2:13][CH2:14][CH2:15][N:9]3[C:8](=[O:16])[C:7]=2[CH:17]=1.[C:35]([O-:38])([O-])=O.[Ca+2]>C(#N)C.O.Cl[Hg]Cl>[CH3:1][O:2][C:3]1[C:4]([O:18][CH2:19][CH2:20][CH2:21][N:22]2[C:23]3[CH:24]=[CH:25][C:26]([C:6]4[CH:5]=[CH:4][C:3]([O:2][CH3:1])=[CH:17][CH:7]=4)=[CH:27][C:28]=3[C:29]3[C:34]2=[CH:33][CH:32]=[C:31]([C:24]2[CH:23]=[CH:28][C:27]([O:38][CH3:35])=[CH:26][CH:25]=2)[CH:30]=3)=[CH:5][C:6]2[N:12]=[CH:11][C@@H:10]3[CH2:13][CH2:14][CH2:15][N:9]3[C:8](=[O:16])[C:7]=2[CH:17]=1 |f:1.2,3.4|. Procedure: This compound was prepared according to the method described for the compound 6a employing 9d (764.89 mg, 1.0 mmol) and HgCl2 (582 mg, 2.26 mmol), CaCO3 (230 mg, 2.46 mmol) in acetonitrile-water (4:1) to obtain the pure product 10d (373 mg, 58% yield).